From a dataset of the Open Reaction Database (ORD), a public repository of structured organic reaction records. describe an organic reaction: reactants, conditions, products, and yield The reactants are O=C([O-])[O-], CN(C)C=O, CCOC(C)=O, Fc1ccc(C(c2ccc(F)cc2)N2CCNCC2)cc1, COC(=O)c1ccc(F)c([N+](=O)[O-])c1, [K+], [K+]. Product: COC(=O)c1ccc(N2CCN(C(c3ccc(F)cc3)c3ccc(F)cc3)CC2)c([N+](=O)[O-])c1. Reaction SMILES: [C:36](=[O:37])([O-:38])[O-:39].[CH3:42][N:43]([CH3:44])[CH:45]=[O:46].[CH3:47][CH2:48][O:49][C:50](=[O:51])[CH3:52].[F:15][c:16]1[cH:17][cH:18][c:19]([CH:22]([N:23]2[CH2:24][CH2:25][NH:26][CH2:27][CH2:28]2)[c:29]2[cH:30][cH:31][c:32]([F:35])[cH:33][cH:34]2)[cH:20][cH:21]1.[F:1][c:2]1[c:3]([N+:12](=[O:13])[O-:14])[cH:4][c:5]([C:6](=[O:7])[O:8][CH3:9])[cH:10][cH:11]1.[K+:40].[K+:41]>>[c:2]1([N:26]2[CH2:25][CH2:24][N:23]([CH:22]([c:19]3[cH:18][cH:17][c:16]([F:15])[cH:21][cH:20]3)[c:29]3[cH:30][cH:31][c:32]([F:35])[cH:33][cH:34]3)[CH2:28][CH2:27]2)[c:3]([N+:12](=[O:13])[O-:14])[cH:4][c:5]([C:6](=[O:7])[O:8][CH3:9])[cH:10][cH:11]1. Reactants: CNC(C1=CC(=CC=C1)C1=CC(=C(C=C1)O[C@H]1O[C@@H]([C@H]([C@@H]([C@@H]1O)O)O)CO)C)=O (N-methyl-3-[3-methyl-4-[(2R,3S,4S,5S,6R)-3,4,5-trihydroxy-6-(hydroxymethyl)tetrahydropyran-2-yl]oxy-phenyl]benzamide), C(C)(=O)O[C@H]1[C@@H]([C@H](O[C@@H]([C@@H]1OC(C)=O)COC(C)=O)OC1=C(C=C(C=C1)Br)C)CC(=O)[O-] ([(2R,3S,4S,5R,6R)-4,5-diacetoxy-6-(acetoxymethyl)-2-(4-bromo-2-methyl-phenoxy)tetrahydropyran-3-yl]acetate), COC(=O)C=1C=C(C=CC1)B(O)O (3-methoxycarbonylphenyl boronic acid). Yields the product CC=1C=C(C=CC1O[C@H]1O[C@@H]([C@H]([C@@H]([C@@H]1O)O)O)CO)C=1C=C(C(=O)OC)C=CC1 (Methyl 3-[3-methyl-4-[(2R,3S,4S,5S,6R)-3,4,5-trihydroxy-6-(hydroxymethyl)tetrahydropyran-2-yl]oxy-phenyl]benzoate). The yield is 54.0%. Reaction SMILES: CNC(=O)C1C=CC=C([C:10]2[CH:15]=[CH:14][C:13]([O:16][C@@H:17]3[C@@H:22]([OH:23])[C@@H:21]([OH:24])[C@H:20]([OH:25])[C@@H:19]([CH2:26][OH:27])[O:18]3)=[C:12]([CH3:28])[CH:11]=2)C=1.C(O[C@@H]1[C@@H](OC(=O)C)[C@@H](COC(=O)C)O[C@H](OC2C=CC(Br)=CC=2C)[C@H]1CC([O-])=O)(=O)C.[CH3:62][O:63][C:64]([C:66]1[CH:67]=[C:68](B(O)O)[CH:69]=[CH:70][CH:71]=1)=[O:65]>>[CH3:28][C:12]1[CH:11]=[C:10]([C:68]2[CH:67]=[C:66]([CH:71]=[CH:70][CH:69]=2)[C:64]([O:63][CH3:62])=[O:65])[CH:15]=[CH:14][C:13]=1[O:16][C@@H:17]1[C@@H:22]([OH:23])[C@@H:21]([OH:24])[C@H:20]([OH:25])[C@@H:19]([CH2:26][OH:27])[O:18]1. Procedure: 4c was prepared using the same procedure as for 5b with [(2R,3S,4S,5R,6R)-4,5-diacetoxy-6-(acetoxymethyl)-2-(4-bromo-2-methyl-phenoxy)tetrahydropyran-3-yl]acetate and 3-methoxycarbonylphenyl boronic acid as the reactants. Yield: 54%. 1H NMR (300 MHz, METHANOL-d4) δ ppm 8.20 (t, J=1.51 Hz, 1H), 7.94 (td, J=1.41, 7.90 Hz, 1H), 7.77-7.87 (m, 1H), 7.52 (t, J=7.55 Hz, 1H), 7.39-7.48 (m, 2H), 7.27-7.38 (m, 1H), 5.56 (d, J=1.65 Hz, 1H), 4.08 (dd, J=1.92, 3.30 Hz, 1H), 3.94-4.01 (m, 1H), 3.90-3.94 (m, 3... The reactants are BrCc1ccccc1, CC(Br)Br, C[SiH](C)C, [Cl-], Clc1cc(Cl)ncn1, C1CCOC1, O, [Zn]. The product is Clc1cc(Cc2ccccc2)ncn1. RXN SMILES: [Br:10][CH2:11][c:12]1[cH:13][cH:14][cH:15][cH:16][cH:17]1.[Br:1][CH:2]([Br:3])[CH3:4].[CH3:6][SiH:7]([CH3:8])[CH3:9].[Cl-:5].[Cl:18][c:19]1[n:20][cH:21][n:22][c:23]([Cl:25])[cH:24]1.[O:26]1[CH2:27][CH2:28][CH2:29][CH2:30]1.[OH2:32].[Zn:31]>>[CH2:11]([c:12]1[cH:13][cH:14][cH:15][cH:16][cH:17]1)[c:23]1[n:22][cH:21][n:20][c:19]([Cl:18])[cH:24]1.